From a dataset of the Open Reaction Database (ORD), a public repository of structured organic reaction records. describe an organic reaction: reactants, conditions, products, and yield Starting materials: BrC1=C(N(N=C1)C)C=1C=C(C=CC1OCCN(C)C)N (3-(4-Bromo-2-methyl-2H-pyrazol-3-yl)-4-(2-dimethylamino-ethoxy)-phenylamine), FC1=CC=C(C=C1)N=C=O (4-fluorophenyl isocyanate). The solvent is C(Cl)Cl (CH2Cl2). Procedure: 3-(4-Bromo-2-methyl-2H-pyrazol-3-yl)-4-(2-dimethylamino-ethoxy)-phenylamine (0.034 g, 0.10 mmol) was treated with 4-fluorophenyl isocyanate (0.015 g, 12.5 μL, 0.11 mmol, 1.1 equiv.) in CH2Cl2 (2 mL), in a similar manner as described in Example 1.47 to afford Compound 70 (0.020 g, 0.04 mmol, 42%). LCMS m/z (%)=476 (M+H79Br, 100), 478 (M+H81Br, 87). 1H NMR (400 MHz, acetone-d6) δ: 8.17 (s, 2H), 7.66 (dd, J=2.7, 9.0 Hz, 1H), 7.50-7.58 (m, 2H), 7.48 (s, 1H), 7.43 (d, J=2.7 Hz, 1H), 7.13 (d, J=9.0 Hz... The product is BrC1=C(N(N=C1)C)C=1C=C(C=CC1OCCN(C)C)NC(=O)NC1=CC=C(C=C1)F (1-[3-(4-Bromo-2-methyl-2H-pyrazol-3-yl)-4-(2-dimethylamino-ethoxy)-phenyl]-3-(4-fluoro-phenyl)-urea). As a reaction SMILES: [Br:1][C:2]1[CH:6]=[N:5][N:4]([CH3:7])[C:3]=1[C:8]1[CH:9]=[C:10]([NH2:20])[CH:11]=[CH:12][C:13]=1[O:14][CH2:15][CH2:16][N:17]([CH3:19])[CH3:18].[F:21][C:22]1[CH:27]=[CH:26][C:25]([N:28]=[C:29]=[O:30])=[CH:24][CH:23]=1>C(Cl)Cl>[Br:1][C:2]1[CH:6]=[N:5][N:4]([CH3:7])[C:3]=1[C:8]1[CH:9]=[C:10]([NH:20][C:29]([NH:28][C:25]2[CH:26]=[CH:27][C:22]([F:21])=[CH:23][CH:24]=2)=[O:30])[CH:11]=[CH:12][C:13]=1[O:14][CH2:15][CH2:16][N:17]([CH3:18])[CH3:19]. Isolated yield 40.0%. The reactants are C(CC#N)#N (malononitrile), 1,4-dibromobutene-2, O1CCCC1 (tetrahydrofuran), ( 9 ). The reagents and catalysts are [Ag]=O (silver oxide). The product is C(#N)C1(C(C1)C=C)C#N (1,1-dicyano-2-vinylcyclopropane). Reaction SMILES: [C:1](#[N:5])[CH2:2][C:3]#[N:4].O1[CH2:10][CH2:9][CH2:8][CH2:7]1>[Ag]=O>[C:3]([C:2]1([C:1]#[N:5])[CH2:10][CH:9]1[CH:8]=[CH2:7])#[N:4]. Procedure: A 3-liter glass vessel was charged with 250 g of 1,3-butadiene and 500 ml of n-hexane, and with vigorous stirring, 500 g of bromine was added dropwise at -15 to -25° C. over 6 hours to give 310 g of 1,4-dibromobutene-2. Furthermore, a 3-liter glass vessel was charged with 800 ml of tetrahydrofuran, 92 g of malononitrile, 325 g of silver oxide and 300 g of the 1,4-dibromobutene-2. These compounds were reacted by the method described in Journal of the American Chemical Society, 88 (9), 1979 (1966)... The reactants are C(C)OC(=O)C=1NC2=CC=CC=C2C1Br (3-bromo-1H-indolecarboxylic acid ethyl ester), S1C(=CC=C1)B(O)O (2-thiopheneboronic acid). The product is C(C)OC(=O)C=1NC2=CC=CC=C2C1C=1SC=CC1 (3-Thiophene-2-yl-1H-indole-2-carboxylic acid ethyl ester). Reaction SMILES: [CH2:1]([O:3][C:4]([C:6]1[NH:7][C:8]2[C:13]([C:14]=1Br)=[CH:12][CH:11]=[CH:10][CH:9]=2)=[O:5])[CH3:2].[S:16]1[CH:20]=[CH:19][CH:18]=[C:17]1B(O)O>>[CH2:1]([O:3][C:4]([C:6]1[NH:7][C:8]2[C:13]([C:14]=1[C:17]1[S:16][CH:20]=[CH:19][CH:18]=1)=[CH:12][CH:11]=[CH:10][CH:9]=2)=[O:5])[CH3:2]. Procedure details: 3-Thiophene-2-yl-1H-indole-2-carboxylic acid ethyl ester was prepared from 3-bromo-1H-indolecarboxylic acid ethyl ester and 2-thiopheneboronic acid followed the procedure of Example 11 Step 2 as a light yellow powder: 1H NMR (DMSO-d6) δ 1.27 (t, J=7.2 Hz, 3H), 4.30 (q, J=7.2 Hz, 2H), 7.12-7.16 (m, 1H), 7.17-7.20 (m, 1H), 7.31-7.34 (m, 1H), 7.36(dd, J=5.1, 1.5 Hz, 1H), 7.51 (d, J=8.3 Hz, 1H), 7.63 (d, J=6.3 Hz, 1H), 7.71 (d, J=8.2 Hz, 1H), 12.02 (br s, 1H); MS (ESI) m/z 272 (MH+); 270 ([M−H]−). Reactants: C1CCNC1, O, O=C1CCS(=O)(=O)c2ccccc21, c1ccccc1. Product: O=S1(=O)CC=C(N2CCCC2)c2ccccc21. As a reaction SMILES: [CH2:14]1[CH2:15][CH2:16][NH:17][CH2:18]1.[OH2:25].[S:1]1(=[O:12])(=[O:13])[CH2:2][CH2:3][C:4](=[O:11])[c:5]2[cH:6][cH:7][cH:8][cH:9][c:10]21.[cH:19]1[cH:20][cH:21][cH:22][cH:23][cH:24]1>>[S:1]1(=[O:12])(=[O:13])[CH2:2][CH:3]=[C:4]([N:17]2[CH2:16][CH2:15][CH2:14][CH2:18]2)[c:5]2[cH:6][cH:7][cH:8][cH:9][c:10]21.